This data is from the Open Reaction Database (ORD), a public repository of structured organic reaction records. The task is: describe an organic reaction: reactants, conditions, products, and yield Starting materials: aqueous solution, [Cl-].[Li+] (lithium chloride), [N+](=O)([O-])C1=C(C(C(=O)OC)=CC=C1)O (methyl 3-nitrosalicylate), BrCC(=O)OCC (ethyl bromoacetate), C([O-])([O-])=O.[K+].[K+] (potassium carbonate). The solvent is CN(C=O)C (N,N-dimethylformamide). Reaction conditions: temperature 90 celsius. Yields the product C(C)OC(=O)COC1(C(C(=O)OC)C=CC=C1[N+](=O)[O-])O (methyl 2-ethoxycarbonylmethoxy-3-nitrosalicylate). As a reaction SMILES: [N+:1]([C:4]1[CH:13]=[CH:12][CH:11]=[C:6]([C:7]([O:9][CH3:10])=[O:8])[C:5]=1[OH:14])([O-:3])=[O:2].Br[CH2:16][C:17]([O:19][CH2:20][CH3:21])=[O:18].C(=O)([O-])[O-:23].[K+].[K+].[Cl-].[Li+]>CN(C)C=O>[CH2:20]([O:19][C:17]([CH2:16][O:14][C:5]1([OH:23])[C:4]([N+:1]([O-:3])=[O:2])=[CH:13][CH:12]=[CH:11][CH:6]1[C:7]([O:9][CH3:10])=[O:8])=[O:18])[CH3:21] |f:2.3.4,5.6|. Procedure: In a flask are placed 4.14 g (0.021 mole) of methyl 3-nitrosalicylate, 3.70 g (0.022 mole) of ethyl bromoacetate, 3.2 g (0.023 mole) of potassium carbonate, and 80 mL of N,N-dimethylformamide. The resulting mixture is heated at 90° C. for approximately 16 hours. At the conclusion of this period, the reaction mixture is cooled to room temperature, and 400 mL of a 10% aqueous solution of lithium chloride is added to the reaction mixture. The resulting mixture is extracted three times with ethyl ac... Starting materials: C1OC2=C(C=CC=C2)O1 (1,2-methylenedioxybenzene), C(C1=CC=2OCOC2C=C1)Cl (piperonyl chloride), C1N2CN3CN1CN(C2)C3 (hexamine). The solvent is alcohol. Yields the product C1=CC2=C(C=C1C=O)OCO2 (piperonal). The yield is 70.0%. As a reaction SMILES: [CH2:1]1[O:9][C:4]2[CH:5]=[CH:6][CH:7]=[CH:8][C:3]=2[O:2]1.C(Cl)C1C=CC2OC[O:14][C:13]=2C=1.C1N2CN3CN(C2)CN1C3>>[CH:6]1[C:7]([CH:13]=[O:14])=[CH:8][C:3]2[O:2][CH2:1][O:9][C:4]=2[CH:5]=1. Procedure: A typical process for preparing piperonal from 1,2-methylenedioxybenzene has been reported by P. P. Shorygin et al. [J. Gen. Chem. (U.S.S.R.), 8,975 (1938)]. This is a two-step process. In the first step, 1,2-methylenedioxybenzene is reacted with formalin in petroleum benzine under the influence of hydrogen chloride gas and zinc chloride to form piperonyl chloride (with a 70-78% yield based on the amount of 1,2-methylenedioxybenzene having reacted). This is followed by the second step in which t...